From a dataset of the Open Reaction Database (ORD), a public repository of structured organic reaction records. describe an organic reaction: reactants, conditions, products, and yield The reactants are OC1=CC=NN1C1=NC=CC(=C1)C#N (2-(5-hydroxy-1H-pyrazol-1-yl)pyridine-4-carbonitrile), ClC1=C(C=CC(=C1)C)CO ((2-chloro-4-methylphenyl)methanol). The product is ClC1=C(C=CC(=C1)C)COC1=CC=NN1C1=NC=CC(=C1)C#N (2-[5-[(2-chloro-4-methylphenyl)methoxy]pyrazol-1-yl]pyridine-4-carbonitrile). Reaction SMILES: [OH:1][C:2]1[N:6]([C:7]2[CH:12]=[C:11]([C:13]#[N:14])[CH:10]=[CH:9][N:8]=2)[N:5]=[CH:4][CH:3]=1.[Cl:15][C:16]1[CH:21]=[C:20]([CH3:22])[CH:19]=[CH:18][C:17]=1[CH2:23]O>>[Cl:15][C:16]1[CH:21]=[C:20]([CH3:22])[CH:19]=[CH:18][C:17]=1[CH2:23][O:1][C:2]1[N:6]([C:7]2[CH:12]=[C:11]([C:13]#[N:14])[CH:10]=[CH:9][N:8]=2)[N:5]=[CH:4][CH:3]=1. Procedure: The title compound was prepared from 2-(5-hydroxy-1H-pyrazol-1-yl)pyridine-4-carbonitrile and (2-chloro-4-methylphenyl)methanol according to the procedure for the preparation of Example 39, part C. 1H NMR (400 MHz, CDCl3): δ 2.35 (3H, s), 5.30 (2H, s), 5.80 (1H, d, J=1.6 Hz), 7.10 (1H, d, J=8.4 Hz), 7.25 (1H, d, J=3.2 Hz), 7.40 (2H, dd, J=1.2 Hz, 5.2 Hz), 7.58 (1H, d, J=2.4 Hz), 8.06 (1H, s), 8.71 (1H, d, J=5.2 Hz). [M+H] Calc'd for C17H13ClN4O, 325. Found, 325. Reactants: CC1(OCCO1)C1=CC=C(O1)CN1N=C(C=C1)N (1-[5-(2-methyl-[1,3]dioxolan-2-yl)-furan-2-ylmethyl]-1H-pyrazol-3-ylamine), CC=1OC(=C(N1)C(=O)O)C1=C(C=CC=C1)C (2-methyl-5-o-tolyl-oxazole-4-carboxylic acid). Yields the product C(C)(=O)C1=CC=C(O1)CN1N=C(C=C1)NC(=O)C=1N=C(OC1C1=C(C=CC=C1)C)C (2-Methyl-5-o-tolyl-oxazole-4-carboxylic acid [1-(5-acetyl-furan-2-ylmethyl)-1H-pyrazol-3-yl]-amide). Reaction SMILES: [CH3:1][C:2]1([C:7]2[O:11][C:10]([CH2:12][N:13]3[CH:17]=[CH:16][C:15]([NH2:18])=[N:14]3)=[CH:9][CH:8]=2)[O:6]CCO1.[CH3:19][C:20]1[O:21][C:22]([C:28]2[CH:33]=[CH:32][CH:31]=[CH:30][C:29]=2[CH3:34])=[C:23]([C:25](O)=[O:26])[N:24]=1>>[C:2]([C:7]1[O:11][C:10]([CH2:12][N:13]2[CH:17]=[CH:16][C:15]([NH:18][C:25]([C:23]3[N:24]=[C:20]([CH3:19])[O:21][C:22]=3[C:28]3[CH:33]=[CH:32][CH:31]=[CH:30][C:29]=3[CH3:34])=[O:26])=[N:14]2)=[CH:9][CH:8]=1)(=[O:6])[CH3:1]. Procedure details: Following general procedure B followed by either C or D, starting from 1-[5-(2-methyl-[1,3]dioxolan-2-yl)-furan-2-ylmethyl]-1H-pyrazol-3-ylamine and 2-methyl-5-o-tolyl-oxazole-4-carboxylic acid. Procedure: Hydrazine monohydrate was added to a methylene chloride solution of diethyl[2-(1,3-dioxo-1,3-dihydro-2H-isoindol-2-yl)-1,1-difluoroethyl]phosphonate, for stirring at ambient temperature for one hour, to obtain diethyl(2-amino-1,1-difluoroethyl)phosphonate. Starting materials: O.NN (Hydrazine monohydrate), C(C)OP(OCC)(=O)C(CN1C(C2=CC=CC=C2C1=O)=O)(F)F (diethyl[2-(1,3-dioxo-1,3-dihydro-2H-isoindol-2-yl)-1,1-difluoroethyl]phosphonate). Conditions: time 1 hour. Solvent: C(Cl)Cl (methylene chloride). Product: C(C)OP(OCC)(=O)C(CN)(F)F (diethyl(2-amino-1,1-difluoroethyl)phosphonate). RXN SMILES: O.NN.[CH2:4]([O:6][P:7]([C:12]([F:26])([F:25])[CH2:13][N:14]1C(=O)C2C(=CC=CC=2)C1=O)(=[O:11])[O:8][CH2:9][CH3:10])[CH3:5]>C(Cl)Cl>[CH2:4]([O:6][P:7]([C:12]([F:26])([F:25])[CH2:13][NH2:14])(=[O:11])[O:8][CH2:9][CH3:10])[CH3:5] |f:0.1|. Starting materials: [Li]CCCC, C1CCOC1, Cc1nncn1-c1ccccc1, O, O=C1CCN(CCc2ccccc2)CC1. The product is Cc1nnc(C2(O)CCN(CCc3ccccc3)CC2)n1-c1ccccc1. RXN SMILES: [CH2:13]([Li:14])[CH2:15][CH2:16][CH3:17].[CH2:34]1[O:35][CH2:36][CH2:37][CH2:38]1.[CH3:1][c:2]1[n:3][n:4][cH:5][n:6]1-[c:7]1[cH:8][cH:9][cH:10][cH:11][cH:12]1.[OH2:33].[c:18]1([CH2:24][CH2:25][N:26]2[CH2:27][CH2:28][C:29](=[O:32])[CH2:30][CH2:31]2)[cH:19][cH:20][cH:21][cH:22][cH:23]1>>[CH3:1][c:2]1[n:3][n:4][c:5]([C:29]2([OH:32])[CH2:28][CH2:27][N:26]([CH2:25][CH2:24][c:18]3[cH:19][cH:20][cH:21][cH:22][cH:23]3)[CH2:31][CH2:30]2)[n:6]1-[c:7]1[cH:8][cH:9][cH:10][cH:11][cH:12]1. Starting materials: Ice, Cl (hydrochloric acid), solution, FC1=C(C=CC(=C1)F)[Mg]Br ((2,4-difluorophenyl)magnesium bromide), C1(CCCC1)=O (cyclopentanone). Solvent: C1CCOC1 (THF). The product is C1(=CCCC1)C1=C(C=C(C=C1)F)F (1-cyclopentenyl-2,4-difluorobenzene). Yield: 26.3%. As a reaction SMILES: [F:1][C:2]1[CH:7]=[C:6]([F:8])[CH:5]=[CH:4][C:3]=1[Mg]Br.[C:11]1(=O)[CH2:15][CH2:14][CH2:13][CH2:12]1.Cl>C1COCC1>[C:11]1([C:3]2[CH:4]=[CH:5][C:6]([F:8])=[CH:7][C:2]=2[F:1])[CH2:15][CH2:14][CH2:13][CH:12]=1. Procedure details: To a 0.497 M solution of (2,4-difluorophenyl)magnesium bromide (32.4 g, 149 mmol) in THF at 0° C. was carefully added cyclopentanone (13.23 mL, 149 mmol). Upon the end of the addition, the reaction mixture was heated at reflux for 2 h. Ice (10 g) and 6 N aqueous hydrochloric acid were added. The reaction mixture was extracted with ether. The combined organic extracts were washed with a saturated aqueous solution of sodium hydrogen sulfite, a saturated aqueous solution of sodium bicarbonate and w... Starting materials: CC(=O)O, CCO, CCCCCC=O, NCc1ccc(F)cc1F, [H][H], C1CCOC1. Product: CCCCCCNCc1ccc(F)cc1F. RXN SMILES: [CH3:18][C:19](=[O:20])[OH:21].[CH3:24][CH2:25][OH:26].[CH:11]([CH2:12][CH2:13][CH2:14][CH2:15][CH3:16])=[O:17].[F:1][c:2]1[c:3]([CH2:4][NH2:5])[cH:6][cH:7][c:8]([F:10])[cH:9]1.[H:22][H:23].[O:27]1[CH2:28][CH2:29][CH2:30][CH2:31]1>>[F:1][c:2]1[c:3]([CH2:4][NH:5][CH2:11][CH2:12][CH2:13][CH2:14][CH2:15][CH3:16])[cH:6][cH:7][c:8]([F:10])[cH:9]1. Starting materials: [C-]#N, CS(C)=O, CCOC(C)=O, O=C(Nc1cccc(C(F)(F)F)c1)c1cccc2cc(Oc3cc(Cl)ncn3)ccc12, [K+], O. The product is N#Cc1cc(Oc2ccc3c(C(=O)Nc4cccc(C(F)(F)F)c4)cccc3c2)ncn1. Reaction SMILES: [C-:32]#[N:33].[CH3:35][S:36]([CH3:37])=[O:38].[CH3:40][CH2:41][O:42][C:43]([CH3:44])=[O:45].[F:1][C:2]([c:3]1[cH:4][c:5]([NH:9][C:10](=[O:11])[c:12]2[cH:13][cH:14][cH:15][c:16]3[cH:17][c:18]([O:22][c:23]4[n:24][cH:25][n:26][c:27]([Cl:29])[cH:28]4)[cH:19][cH:20][c:21]23)[cH:6][cH:7][cH:8]1)([F:30])[F:31].[K+:34].[OH2:39]>>[F:1][C:2]([c:3]1[cH:4][c:5]([NH:9][C:10](=[O:11])[c:12]2[cH:13][cH:14][cH:15][c:16]3[cH:17][c:18]([O:22][c:23]4[n:24][cH:25][n:26][c:27]([C:32]#[N:33])[cH:28]4)[cH:19][cH:20][c:21]23)[cH:6][cH:7][cH:8]1)([F:30])[F:31]. Reactants: OCC1=CC(=C(C(=O)O)C=C1)C(F)(F)F (4-hydroxymethyl-2-trifluoromethyl-benzoic acid), C1(=CC=CC=C1)C (toluene), S(O)(O)(=O)=O (sulfuric acid). Solvent: CO (methanol). Conditions: temperature 80 celsius, time 16 hour. The product is COC(C1=C(C=C(C=C1)CO)C(F)(F)F)=O (4-hydroxymethyl-2-trifluoromethyl-benzoic acid methyl ester). Reaction SMILES: [OH:1][CH2:2][C:3]1[CH:11]=[CH:10][C:6]([C:7]([OH:9])=[O:8])=[C:5]([C:12]([F:15])([F:14])[F:13])[CH:4]=1.[C:16]1(C)C=CC=CC=1.S(=O)(=O)(O)O>CO>[CH3:16][O:8][C:7](=[O:9])[C:6]1[CH:10]=[CH:11][C:3]([CH2:2][OH:1])=[CH:4][C:5]=1[C:12]([F:13])([F:14])[F:15]. Procedure: To a solution of 4-hydroxymethyl-2-trifluoromethyl-benzoic acid (Example I8) (9.07 g) in methanol (250 ml) was added toluene (250 ml) and concentrated sulfuric acid (4.5 ml). The reaction mixture was stirred at 80° C. for 16 hours. The methanol was removed and the residue diluted with aqueous sodium hydrogen carbonate (saturated) (150 ml) and ethyl acetate (150 ml). The phases were separated and the aqueous layer was extracted with more ethyl acetate (2×150 ml). The combined organic extracts wer...